Dataset: the Open Reaction Database (ORD), a public repository of structured organic reaction records. Task: describe an organic reaction: reactants, conditions, products, and yield Reactants: NC1=CC(=NC(=C1F)CC1CC1)C=O (4-amino-6-(cyclopropylmethyl)-5-fluoropicolinaldehyde), ClN1C(N(C(C1(C)C)=O)Cl)=O (1,3-dichloro-5,5-dimethylimidazolidine-2,4-dione). Solvent: CC#N (CH3CN). Product: NC1=C(C(=NC(=C1F)CC1CC1)C=O)Cl (4-amino-3-chloro-6-(cyclopropylmethyl)-5-fluoropicolinaldehyde). Yield: 42.7%. As a reaction SMILES: [NH2:1][C:2]1[C:7]([F:8])=[C:6]([CH2:9][CH:10]2[CH2:12][CH2:11]2)[N:5]=[C:4]([CH:13]=[O:14])[CH:3]=1.[Cl:15]N1C(C)(C)C(=O)N(Cl)C1=O>CC#N>[NH2:1][C:2]1[C:7]([F:8])=[C:6]([CH2:9][CH:10]2[CH2:12][CH2:11]2)[N:5]=[C:4]([CH:13]=[O:14])[C:3]=1[Cl:15]. Procedure details: Using the procedure for Example 15, 4-amino-6-(cyclopropylmethyl)-5-fluoropicolinaldehyde (0.5 g, 2.57 mmol), 1,3-dichloro-5,5-dimethylimidazolidine-2,4-dione (0.279 g, 1.416 mmol) and CH3CN (26 mL) gave 4-amino-3-chloro-6-(cyclopropylmethyl)-5-fluoropicolinaldehyde (138 mg, 0.604 mmol, 23.44%) as an orange oil: 1H NMR (400 MHz, CDCl3) δ 10.09 (s, 1H), 4.83 (s, 3H), 2.75 (dd, J=7.0, 2.8 Hz, 3H), 1.26 (t, J=7.1 Hz, 1H), 0.50 (m, 3H), 0.28 (dt, J=6.2, 4.6 Hz, 3H); 19F NMR (376 MHz, CDCl3) δ −139.4... Reactants: ClC=1C=C(C=CC1OC=1C=NC2=CC=CC=C2C1)[N+](=O)[O-] (3-Chloro-4-(quinolin-3-yloxy)nitrobenzene), [NH4+].[Cl-] (NH4Cl), O (H2O). The reagents and catalysts are [Fe] (iron). Run in CCO (EtOH). The product is ClC=1C=C(C=CC1OC=1C=NC2=CC=CC=C2C1)N (3-Chloro-4-(quinolin-3-yloxy)phenylamine). Yield: 95.0%. RXN SMILES: [Cl:1][C:2]1[CH:3]=[C:4]([N+:19]([O-])=O)[CH:5]=[CH:6][C:7]=1[O:8][C:9]1[CH:10]=[N:11][C:12]2[C:17]([CH:18]=1)=[CH:16][CH:15]=[CH:14][CH:13]=2.[NH4+].[Cl-].O>CCO.[Fe]>[Cl:1][C:2]1[CH:3]=[C:4]([NH2:19])[CH:5]=[CH:6][C:7]=1[O:8][C:9]1[CH:10]=[N:11][C:12]2[C:17]([CH:18]=1)=[CH:16][CH:15]=[CH:14][CH:13]=2 |f:1.2|. Procedure: To a solution of nitrobenzene 198 (2.07 g) and NH4Cl (1.84 g) in EtOH (40 ml)-H2O (10 ml), was added iron powder (1.92 g). The mixture was heated to reflux for 1 hr. After cooling the reaction mixture was filtered through short celite pad. The filtrate was concentrated, diluted with sat. NaHCO3 (30 ml) and extacted with AcOEt (30 ml). The combined organic layers were washed with brine (30 ml) and dried over Na2SO4. Concentration of the solvent afforded the aniline 199 (1.77 g, 95%) as a yellow s... Product: S(=O)(=O)([O-])[O-].[K+].[K+] (potassium sulfate), Cl(=O)(=O)(=O)O (perchloric acid). Starting materials: Cl(=O)(=O)(=O)O (perchloric acid), Cl(=O)(=O)(=O)[O-].[K+] (potassium perchlorate salt), S(O)(O)(=O)=O (sulphuric acid). Reported procedure: One of the advantages of the present invention is, the present invention allows the recycling of perchloric acid. It can be recycled by treating the perchlorate salt with dilute sulphuric acid to yield potassium sulfate and perchloric acid. The potassium sulphate can then be precipitated from the solution and filtered off. The potassium sulfate salt precipitate could be used as a fertilizer; whereas the filtrate, perchloric acid, could be re-used for the hydrolysis of cellulosic materials as set... RXN SMILES: [Cl:1]([OH:5])(=[O:4])(=[O:3])=[O:2].Cl([O-])(=O)(=O)=O.[K+:11].[S:12](=[O:16])(=[O:15])([OH:14])[OH:13]>>[S:12]([O-:16])([O-:15])(=[O:14])=[O:13].[K+:11].[K+:11].[Cl:1]([OH:5])(=[O:4])(=[O:3])=[O:2] |f:1.2,4.5.6|. The reactants are CC(C(=O)OCC)(C(=O)OCC)C1=CC=C(C=C1)[N+](=O)[O-] (diethyl 2-methyl-2-(4-nitrophenyl)-malonate), [OH-].[Na+] (sodium hydroxide). The solvent is C(C)O (ethanol), O (water), O (water). Product: [N+](=O)([O-])C1=CC=C(C=C1)C(C(=O)O)C (2-(4-nitrophenyl)propionic acid). Yield: 68.8%. As a reaction SMILES: [CH3:1][C:2]([C:13]1[CH:18]=[CH:17][C:16]([N+:19]([O-:21])=[O:20])=[CH:15][CH:14]=1)(C(OCC)=O)[C:3]([O:5]CC)=[O:4].[OH-].[Na+]>C(O)C.O>[N+:19]([C:16]1[CH:15]=[CH:14][C:13]([CH:2]([CH3:1])[C:3]([OH:5])=[O:4])=[CH:18][CH:17]=1)([O-:21])=[O:20] |f:1.2|. Procedure: 147 g of the crude diethyl 2-methyl-2-(4-nitrophenyl)-malonate was dissolved in 600 ml of ethanol, and to this was added a solution of 42.4 g (0.846 mole) of 93% sodium hydroxide in 400 ml of water and the solution was reacted at 50° C. for 3 hours. After that, to the reaction mixture was added 1 l of water and the formed oily substance and an aqueous layer were separated. The aqueous layer was acidified with conc. hydrochloric acid and was extracted with 700 ml of ethyl acetate. The ethyl aceta... Reactants: O=C([O-])[O-], CC#N, CC(=O)CCl, [K+], [K+], O=c1cccccc1N1CCNCC1. Yields the product CC(=O)CN1CCN(c2cccccc2=O)CC1. As a reaction SMILES: [C:20](=[O:21])([O-:22])[O-:23].[CH3:26][C:27]#[N:28].[Cl:15][CH2:16][C:17]([CH3:18])=[O:19].[K+:24].[K+:25].[N:1]1([c:7]2[c:8](=[O:14])[cH:9][cH:10][cH:11][cH:12][cH:13]2)[CH2:2][CH2:3][NH:4][CH2:5][CH2:6]1>>[N:1]1([c:7]2[c:8](=[O:14])[cH:9][cH:10][cH:11][cH:12][cH:13]2)[CH2:2][CH2:3][N:4]([CH2:16][C:17]([CH3:18])=[O:19])[CH2:5][CH2:6]1.